From a dataset of the Open Reaction Database (ORD), a public repository of structured organic reaction records. describe an organic reaction: reactants, conditions, products, and yield The reactants are CC(=O)Oc1ccc(CCCCc2ccccc2)cc1, CO, Cl, [Na+], [Na+], O=C([O-])[O-], O. Yields the product Oc1ccc(CCCCc2ccccc2)cc1. Reaction SMILES: [C:1](=[O:2])([CH3:3])[O:4][c:5]1[cH:6][cH:7][c:8]([CH2:11][CH2:12][CH2:13][CH2:14][c:15]2[cH:16][cH:17][cH:18][cH:19][cH:20]2)[cH:9][cH:10]1.[CH3:28][OH:29].[ClH:27].[Na+:21].[Na+:22].[O-:23][C:24](=[O:25])[O-:26].[OH2:30]>>[OH:4][c:5]1[cH:6][cH:7][c:8]([CH2:11][CH2:12][CH2:13][CH2:14][c:15]2[cH:16][cH:17][cH:18][cH:19][cH:20]2)[cH:9][cH:10]1.